This data is from the Open Reaction Database (ORD), a public repository of structured organic reaction records. The task is: describe an organic reaction: reactants, conditions, products, and yield Reactants: C[Al](C)C (trimethylaluminum), CNC (dimethylamine), CC1=NC(=NC2=CC=CC=C12)NC(=O)NS(=O)(=O)C1=C(C(=O)OC)C=CC=C1 (methyl 2-[[(4-methylquinazolin-2-yl)aminocarbonyl]aminosulfonyl]benzoate), C (methane). The solvent is CCCCCC (hexane), C(Cl)Cl (methylene chloride), C1(=CC=CC=C1)C (toluene). Run at time 2 hour. The product is CN(C(=O)C1=C(C=CC=C1)S(=O)(=O)NC(=O)NC1=NC2=CC=CC=C2C(=N1)C)C (2-Dimethylaminocarbonyl-N-[(4-methylquinazolin-2-yl)aminocarbonyl]benzenesulfonamide). RXN SMILES: C[Al](C)C.[CH3:5][NH:6][CH3:7].C.[CH3:9][C:10]1[C:19]2[C:14](=[CH:15][CH:16]=[CH:17][CH:18]=2)[N:13]=[C:12]([NH:20][C:21]([NH:23][S:24]([C:27]2[CH:36]=[CH:35][CH:34]=[CH:33][C:28]=2[C:29]([O:31]C)=O)(=[O:26])=[O:25])=[O:22])[N:11]=1>CCCCCC.C(Cl)Cl.C1(C)C=CC=CC=1>[CH3:5][N:6]([CH3:7])[C:29]([C:28]1[CH:33]=[CH:34][CH:35]=[CH:36][C:27]=1[S:24]([NH:23][C:21]([NH:20][C:12]1[N:11]=[C:10]([CH3:9])[C:19]2[C:14](=[CH:15][CH:16]=[CH:17][CH:18]=2)[N:13]=1)=[O:22])(=[O:25])=[O:26])=[O:31]. Procedure details: To 21.2 ml of 25% trimethylaluminum in hexane (2.36 M) in 100 ml dry methylene chloride is added 2.2 g dimethylamine. The mixture is stirred at ambient temperature until evolution of methane gas ceases and then 20.0 g of methyl 2-[[(4-methylquinazolin-2-yl)aminocarbonyl]aminosulfonyl]benzoate and 200 ml of dry toluene is added. The resulting mixture is heated to distill off the methylene chloride and hexane, after which heating is continued at the reflux temperature of toluene. After 2 hours, th... Starting materials: ClC1=C(CS(=O)(=O)Cl)C(=CC=C1)Cl (2,6-dichlorobenzylsulfonylchloride), [OH-].[NH4+] (ammonium hydroxide), Cl (hydrochloric acid). The product is ClC1=C(CS(=O)(=O)N)C(=CC=C1)Cl (2,6-dichlorobenzylsulfonamide). Yield: 64.0%. RXN SMILES: [Cl:1][C:2]1[CH:12]=[CH:11][CH:10]=[C:9]([Cl:13])[C:3]=1[CH2:4][S:5](Cl)(=[O:7])=[O:6].Cl.[OH-].[NH4+:16]>>[Cl:1][C:2]1[CH:12]=[CH:11][CH:10]=[C:9]([Cl:13])[C:3]=1[CH2:4][S:5]([NH2:16])(=[O:7])=[O:6] |f:2.3|. Procedure details: The 2,6-dichlorobenzylsulfonylchloride (27 g, 103.6 mmol) in ammonium hydroxide (270 ml) was stirred at room temperature for about 3 hours. On acidification with cooled concentrated hydrochloric acid a precipitate separated and was filtered to give desired product (16 g, 64%) EI-MS m/z 239 (M−). Reactants: FC=1C(=NC=CN1)C1CCN(CC1)C(C)=O (1-(4-(3-fluoropyrazin-2-yl)piperidin-1-yl)ethanone), NC1=CC=C(C=C1)O (4-aminophenol), C([O-])([O-])=O.[Cs+].[Cs+] (cesium carbonate), CN1C(CCC1)=O (1-methyl-2-pyrrolidinone). Run in CCOC(=O)C (EtOAc). Run at temperature 80 celsius. The product is NC1=CC=C(OC=2C(=NC=CN2)C2CCN(CC2)C(C)=O)C=C1 (1-(4-(3-(4-aminophenoxy)pyrazin-2-yl)piperidin-1-yl)ethanone). As a reaction SMILES: F[C:2]1[C:3]([CH:8]2[CH2:13][CH2:12][N:11]([C:14](=[O:16])[CH3:15])[CH2:10][CH2:9]2)=[N:4][CH:5]=[CH:6][N:7]=1.[NH2:17][C:18]1[CH:23]=[CH:22][C:21]([OH:24])=[CH:20][CH:19]=1.C(=O)([O-])[O-].[Cs+].[Cs+].CN1CCCC1=O>CCOC(C)=O>[NH2:17][C:18]1[CH:23]=[CH:22][C:21]([O:24][C:2]2[C:3]([CH:8]3[CH2:13][CH2:12][N:11]([C:14](=[O:16])[CH3:15])[CH2:10][CH2:9]3)=[N:4][CH:5]=[CH:6][N:7]=2)=[CH:20][CH:19]=1 |f:2.3.4|. Procedure details: 1-(4-(3-fluoropyrazin-2-yl)piperidin-1-yl)ethanone (0.153 g, 0.685 mmol), 4-aminophenol (0.079 g, 0.720 mmol), cesium carbonate (0.246 g, 0.754 mmol), and 1-methyl-2-pyrrolidinone (0.685 mL, 0.685 mmol) were combined in a sealed tube and heated at 80° C. for 20 h. The cooled reaction mixture was diluted with EtOAc and washed with water; the aqueous layer was back-extracted with EtOAc (1×). The organic layers were combined, dried (MgSO4), filtered, and concentrated in vacuo. ISCO purification (20... Starting materials: Br, O=c1[nH]c2cc(Cl)ccc2n1CCCO, O. Product: O=c1[nH]c2cc(Cl)ccc2n1CCCBr. Reaction SMILES: [BrH:16].[Cl:1][c:2]1[cH:3][c:4]2[c:5]([n:6]([CH2:10][CH2:11][CH2:12][OH:13])[c:7](=[O:9])[nH:8]2)[cH:14][cH:15]1.[OH2:17]>>[Cl:1][c:2]1[cH:3][c:4]2[c:5]([n:6]([CH2:10][CH2:11][CH2:12][Br:16])[c:7](=[O:9])[nH:8]2)[cH:14][cH:15]1.